From a dataset of the Open Reaction Database (ORD), a public repository of structured organic reaction records. describe an organic reaction: reactants, conditions, products, and yield The reactants are CCCCCCCCCCCCCCCc1cc(OCC(COC(=O)NCCCCCBr)Oc2cc(C)on2)no1, Cc1ccccc1, c1cscn1. Product: [Br-], CCCCCCCCCCCCCCCc1cc(OCC(COC(=O)NCCCCCc2[nH+]ccs2)Oc2cc(C)on2)no1. Reaction SMILES: [CH2:1]([CH2:2][CH2:3][CH2:4][CH2:5][CH2:6][CH2:7][CH2:8][CH2:9][CH2:10][CH2:11][CH2:12][CH2:13][CH2:14][CH3:15])[c:16]1[cH:17][c:18]([O:21][CH2:22][CH:23]([O:24][c:25]2[n:26][o:27][c:28]([CH3:30])[cH:29]2)[CH2:31][O:32][C:33]([NH:34][CH2:35][CH2:36][CH2:37][CH2:38][CH2:39][Br:40])=[O:41])[n:19][o:20]1.[CH3:47][c:48]1[cH:49][cH:50][cH:51][cH:52][cH:53]1.[cH:42]1[cH:43][s:44][cH:45][n:46]1>>[Br-:40].[CH2:1]([CH2:2][CH2:3][CH2:4][CH2:5][CH2:6][CH2:7][CH2:8][CH2:9][CH2:10][CH2:11][CH2:12][CH2:13][CH2:14][CH3:15])[c:16]1[cH:17][c:18]([O:21][CH2:22][CH:23]([O:24][c:25]2[n:26][o:27][c:28]([CH3:30])[cH:29]2)[CH2:31][O:32][C:33]([NH:34][CH2:35][CH2:36][CH2:37][CH2:38][CH2:39][c:45]2[s:44][cH:43][cH:42][nH+:46]2)=[O:41])[n:19][o:20]1. Starting materials: O=C(O)CNc1cc(Br)c(Cl)cc1[N+](=O)[O-], CCO, [Na], O, O, Cl[Sn]Cl. Product: O=C1CNc2cc(Br)c(Cl)cc2N1. As a reaction SMILES: [Br:2][c:3]1[c:4]([Cl:17])[cH:5][c:6]([N+:14]([O-:13])=[O:15])[c:7]([NH:9][CH2:10][C:11](=[O:12])[OH:16])[cH:8]1.[CH3:23][CH2:24][OH:25].[Na:1].[OH2:18].[OH2:19].[Sn:20]([Cl:21])[Cl:22]>>[Br:2][c:3]1[c:4]([Cl:17])[cH:5][c:6]2[c:7]([cH:8]1)[NH:9][CH2:10][C:11](=[O:12])[NH:14]2. Reactants: CCOC(=O)c1cc(OCC)c2[nH]ncc2c1, [Li+], [OH-]. Yields the product CCOc1cc(C(=O)O)cc2cn[nH]c12. RXN SMILES: [CH2:1]([CH3:2])[O:3][c:4]1[cH:5][c:6]([C:13](=[O:14])[O:15][CH2:16][CH3:17])[cH:7][c:8]2[cH:9][n:10][nH:11][c:12]12.[Li+:19].[OH-:18]>>[CH2:1]([CH3:2])[O:3][c:4]1[cH:5][c:6]([C:13](=[O:14])[OH:15])[cH:7][c:8]2[cH:9][n:10][nH:11][c:12]12.